From a dataset of the Open Reaction Database (ORD), a public repository of structured organic reaction records. describe an organic reaction: reactants, conditions, products, and yield Starting materials: COC(=O)CCSC(SCCC(=O)N(C)C)c1cccc(C=Cc2ccc3ccc(Cl)cc3n2)c1, [Li+], [OH-], O. Product: CN(C)C(=O)CCSC(SCCC(=O)O)c1cccc(C=Cc2ccc3ccc(Cl)cc3n2)c1. RXN SMILES: [Cl:1][c:2]1[cH:3][cH:4][c:5]2[cH:6][cH:7][c:8]([CH:12]=[CH:13][c:14]3[cH:15][c:16]([CH:20]([S:21][CH2:22][CH2:23][C:24](=[O:25])[O:26][CH3:27])[S:28][CH2:29][CH2:30][C:31]([N:32]([CH3:33])[CH3:34])=[O:35])[cH:17][cH:18][cH:19]3)[n:9][c:10]2[cH:11]1.[Li+:37].[OH-:36].[OH2:38]>>[Cl:1][c:2]1[cH:3][cH:4][c:5]2[cH:6][cH:7][c:8]([CH:12]=[CH:13][c:14]3[cH:15][c:16]([CH:20]([S:21][CH2:22][CH2:23][C:24](=[O:25])[OH:26])[S:28][CH2:29][CH2:30][C:31]([N:32]([CH3:33])[CH3:34])=[O:35])[cH:17][cH:18][cH:19]3)[n:9][c:10]2[cH:11]1. The reactants are O (water), N[C@@H](CC1=CNC2=CC=CC=C12)C(=O)O (L-tryptophan), C(O)([O-])=O.[Na+] (sodium hydrogencarbonate), C(#N)C=1C=C(C=CC1)C=CC(=O)ON1C(CCC1=O)=O (2,5-Dioxopyrrolidin-1-yl 3-(3-Cyanophenyl)Acrylate). Solvent: O1CCOCC1 (dioxane), O1CCOCC1 (dioxane). Reaction conditions: time 30 minute. Yields the product C(#N)C=1C=C(C=CC1)C=CC(=O)N[C@@H](CC1=CNC2=CC=CC=C12)C(=O)O (Nα-[3-(3-Cyanophenyl)acryloyl]-L-Tryptophan). The yield is 87.1%. As a reaction SMILES: O.[NH2:2][C@H:3]([C:14]([OH:16])=[O:15])[CH2:4][C:5]1[C:13]2[C:8](=[CH:9][CH:10]=[CH:11][CH:12]=2)[NH:7][CH:6]=1.C(=O)([O-])O.[Na+].[C:22]([C:24]1[CH:25]=[C:26]([CH:30]=[CH:31][C:32](ON2C(=O)CCC2=O)=[O:33])[CH:27]=[CH:28][CH:29]=1)#[N:23]>O1CCOCC1>[C:22]([C:24]1[CH:25]=[C:26]([CH:30]=[CH:31][C:32]([NH:2][C@H:3]([C:14]([OH:16])=[O:15])[CH2:4][C:5]2[C:13]3[C:8](=[CH:9][CH:10]=[CH:11][CH:12]=3)[NH:7][CH:6]=2)=[O:33])[CH:27]=[CH:28][CH:29]=1)#[N:23] |f:2.3|. Procedure: To water (80 mL)-dioxane (80 mL) solution of L-tryptophan (3.0 g) was added sodium hydrogencarbonate (1.3 g) at 0° C., and the mixture was stirred for 30 minutes at room temperature. Next, dioxane (80 mL) solution of the compound obtained in Example 117 (4.2 g) was added to the mixture solution at 0° C., the mixture was stirred for 17 hours at room temperature. The reaction mixture was concentrated to a ⅓ volume under a reduced pressure, thereafter the solution was made acidic with a 10% aqueous... Starting materials: BrC1=CC=C(COC[C@H]2[C@H](C2)C2CCN(CC2)C2=NC=C(C=N2)CC)C=C1 (2-[4-((1R,2R)-2-{[(4-bromobenzyl)oxy]methyl}cyclopropyl)piperidin-1-yl]-5-ethyl pyrimidine), N1N=NC=C1 (triazole), CC(C)(C)[O-].[Na+] (NaOtBu), CNCCNC (N,N′-dimethylethylene diamine). The reagents and catalysts are [Cu]I (CuI). Run in CN1CCCC1=O (NMP), CCOC(=O)C (EtOAc). Product: C(C)C=1C=NC(=NC1)N1CCC(CC1)[C@@H]1[C@@H](C1)COCC1=CC=C(C=C1)N1N=NC=C1 (5-ethyl-2-{4-[(1R,2R)-2-({[4-(1H-1,2,3-triazol-1-yl)benzyl]oxy}methyl)cyclopropyl]piperidin-1-yl}pyrimidine). Reaction SMILES: Br[C:2]1[CH:27]=[CH:26][C:5]([CH2:6][O:7][CH2:8][C@@H:9]2[CH2:11][C@@H:10]2[CH:12]2[CH2:17][CH2:16][N:15]([C:18]3[N:23]=[CH:22][C:21]([CH2:24][CH3:25])=[CH:20][N:19]=3)[CH2:14][CH2:13]2)=[CH:4][CH:3]=1.[NH:28]1[CH:32]=[CH:31][N:30]=[N:29]1.CC([O-])(C)C.[Na+].CNCCNC>CN1C(=O)CCC1.CCOC(C)=O.[Cu]I>[CH2:24]([C:21]1[CH:20]=[N:19][C:18]([N:15]2[CH2:16][CH2:17][CH:12]([C@H:10]3[CH2:11][C@H:9]3[CH2:8][O:7][CH2:6][C:5]3[CH:26]=[CH:27][C:2]([N:28]4[CH:32]=[CH:31][N:30]=[N:29]4)=[CH:3][CH:4]=3)[CH2:13][CH2:14]2)=[N:23][CH:22]=1)[CH3:25] |f:2.3|. Procedure details: The product of example 54 (step A) (100 mg, 0.232 mmol), CuI (44 mg, 0.232 mmol), triazole (48 mg, 0.697 mmol), NaOtBu (67 mg, 0.697 mmol) and N,N′-dimethylethylene diamine (61 mg, 0.697 mmol) in NMP (1 mL) was heated at 130° C. for 15 h. The reaction was cooled to room temperature, diluted with EtOAc and washed with H2O (×3). The organic layer was dried over anhydrous MgSO4, filtered, and concentrated under vacuum to leave a residue which was purified by silica gel column chromatography (elutio... Product: C1(=CC=CC=C1)C=1SC=C(N1)COC=1C=C(CN2C=C(C(=C2)C2=CC=CC=C2)CCC(=O)OCC)C=C(C1)OCC=1N=C(SC1)C1=CC=CC=C1 (ethyl 3-[1-[3,5-bis(2-phenyl-4-thiazolylmethoxy)benzyl]-4-phenyl-3-pyrrolyl]propionate). RXN SMILES: [H-].[Na+].[OH:3][C:4]1[CH:5]=[C:6]([CH:26]=[C:27]([OH:29])[CH:28]=1)[CH2:7][N:8]1[CH:12]=[C:11]([C:13]2[CH:18]=[CH:17][CH:16]=[CH:15][CH:14]=2)[C:10]([CH2:19][CH2:20][C:21]([O:23][CH2:24][CH3:25])=[O:22])=[CH:9]1.Cl[CH2:31][C:32]1[N:33]=[C:34]([C:37]2[CH:42]=[CH:41][CH:40]=[CH:39][CH:38]=2)[S:35][CH:36]=1.O>CN(C)C=O>[C:37]1([C:34]2[S:35][CH:36]=[C:32]([CH2:31][O:3][C:4]3[CH:5]=[C:6]([CH:26]=[C:27]([O:29][CH2:31][C:32]4[N:33]=[C:34]([C:37]5[CH:38]=[CH:39][CH:40]=[CH:41][CH:42]=5)[S:35][CH:36]=4)[CH:28]=3)[CH2:7][N:8]3[CH:12]=[C:11]([C:13]4[CH:14]=[CH:15][CH:16]=[CH:17][CH:18]=4)[C:10]([CH2:19][CH2:20][C:21]([O:23][CH2:24][CH3:25])=[O:22])=[CH:9]3)[N:33]=2)[CH:42]=[CH:41][CH:40]=[CH:39][CH:38]=1 |f:0.1|. Run at time 15 minute. The solvent is CN(C=O)C (N,N-dimethylformamide). Isolated yield 28.8%. Reported procedure: Sodium hydride (601, oily, 0.30 g) was added to a solution of ethyl 3-[1-(3,5-dihydroxybenzyl)-4-phenyl-3-pyrrolyl]propionate (1.83 g) in N,N-dimethylformamide (20 ml) at 0° C., and the mixture was stirred at room temperature for 15 minutes. 4-Chloromethyl-2-phenylthiazole (1.05 g) was added to the mixture and the mixture was stirred at room temperature for 30 minutes. The reaction mixture was poured into water, and extracted with ethyl acetate. The ethyl acetate layer was washed with saturated ... Reactants: O (water), [H-].[Na+] (Sodium hydride), OC=1C=C(CN2C=C(C(=C2)C2=CC=CC=C2)CCC(=O)OCC)C=C(C1)O (ethyl 3-[1-(3,5-dihydroxybenzyl)-4-phenyl-3-pyrrolyl]propionate), ClCC=1N=C(SC1)C1=CC=CC=C1 (4-Chloromethyl-2-phenylthiazole).